Dataset: the Open Reaction Database (ORD), a public repository of structured organic reaction records. Task: describe an organic reaction: reactants, conditions, products, and yield The reactants are CCOC(=O)C.CCCCCC (EtOAc hexane), FC(C1=CC=C(C=C1)B(O)O)(F)F (4-(trifluoromethyl)phenylboronic acid), BrC1=CC(=C(C=O)C=C1)F (4-bromo-2-fluoro-benzaldehyde), C([O-])([O-])=O.[K+].[K+] (potassium carbonate). Reagents/catalysts: C(C)(=O)[O-].[Pd+2].C(C)(=O)[O-] (Palladium(II) acetate), [Br-].C(CCC)[N+](CCCC)(CCCC)CCCC (tetrabutylammonium bromide). The solvent is O1CCOCC1.O (dioxane water). Run at temperature 70 celsius. Yields the product FC=1C=C(C=CC1C=O)C1=CC=C(C=C1)C(F)(F)F (3-Fluoro-4′-trifluoromethyl-biphenyl-4-carbaldehyde). Yield: 85.9%. Reaction SMILES: [F:1][C:2]([F:13])([F:12])[C:3]1[CH:8]=[CH:7][C:6](B(O)O)=[CH:5][CH:4]=1.Br[C:15]1[CH:22]=[CH:21][C:18]([CH:19]=[O:20])=[C:17]([F:23])[CH:16]=1.C(=O)([O-])[O-].[K+].[K+].CCOC(C)=O.CCCCCC>O1CCOCC1.O.[Br-].C([N+](CCCC)(CCCC)CCCC)CCC.C([O-])(=O)C.[Pd+2].C([O-])(=O)C>[F:23][C:17]1[CH:16]=[C:15]([C:6]2[CH:7]=[CH:8][C:3]([C:2]([F:13])([F:12])[F:1])=[CH:4][CH:5]=2)[CH:22]=[CH:21][C:18]=1[CH:19]=[O:20] |f:2.3.4,5.6,7.8,9.10,11.12.13|. Reported procedure: To an ambient temperature solution of 4-(trifluoromethyl)phenylboronic acid (5.05 g, 26.59 mmol) in dioxane/water (15/15 mL) is added 4-bromo-2-fluoro-benzaldehyde (4.91 g, 24.17 mmol), tetrabutylammonium bromide (7.79 g, 24.17 mmol, potassium carbonate (9.18 g, 66.48 mmol) and is degassed for 10 min. Palladium(II) acetate (895 mg, 1.33 mmol) is added and the reaction mixture is heated to 70° C. After 2 h TLC (20% EtOAc/hexane) indicates complete consumption of starting material. The reaction is... Reactants: C(C)(C)(C)OC(CC[C@@H](C(N1CCN(CC1)C1=CC(=CC=C1)C(F)(F)F)=O)NC(=O)OCC1=CC=CC=C1)=O ((S)-4-Benzyloxycarbonylamino-5-oxo-5-[4-(3-trifluoromethyl-phenyl)-piperazin-1-yl]-pentanoic acid tert-butyl ester), [H][H] (hydrogen). The reagents and catalysts are [Pd] (Pd/C). Solvent: CCO (EtOH). The product is C(C)(C)(C)OC(CC[C@@H](C(N1CCN(CC1)C1=CC(=CC=C1)C(F)(F)F)=O)N)=O ((S)-4-Amino-5-oxo-5-[4-(3-trifluoromethyl-phenyl)-piperazin-1-yl]-pentanoic acid tert-butyl ester). The yield is 83.2%. RXN SMILES: [C:1]([O:5][C:6](=[O:39])[CH2:7][CH2:8][C@H:9]([NH:28]C(OCC1C=CC=CC=1)=O)[C:10](=[O:27])[N:11]1[CH2:16][CH2:15][N:14]([C:17]2[CH:22]=[CH:21][CH:20]=[C:19]([C:23]([F:26])([F:25])[F:24])[CH:18]=2)[CH2:13][CH2:12]1)([CH3:4])([CH3:3])[CH3:2].[H][H]>CCO.[Pd]>[C:1]([O:5][C:6](=[O:39])[CH2:7][CH2:8][C@H:9]([NH2:28])[C:10](=[O:27])[N:11]1[CH2:16][CH2:15][N:14]([C:17]2[CH:22]=[CH:21][CH:20]=[C:19]([C:23]([F:25])([F:26])[F:24])[CH:18]=2)[CH2:13][CH2:12]1)([CH3:4])([CH3:2])[CH3:3]. Procedure: 7 g of (S)-4-Benzyloxycarbonylamino-5-oxo-5-[4-(3-trifluoromethyl-phenyl)-piperazin-1-yl]-pentanoic acid tert-butyl ester were dissolved in 120 ml of EtOH and 70 mg of Pd/C 10% was added. Hydrogenation under 3 bar of hydrogen was continued until full conversion of the reaction was obtained. After filtration of the catalyst all volatiles were evaporated under reduced pressure to give 4.4 g of the desired product.